From a dataset of the Open Reaction Database (ORD), a public repository of structured organic reaction records. describe an organic reaction: reactants, conditions, products, and yield The reactants are ClC1=CC(=CC=2N1N=C(N2)NC(C2=CN=CC=C2)=O)C(F)(F)F (N-[5-chloro-7-(trifluoromethyl)[1,2,4]triazolo[1,5-a]pyridin-2-yl]nicotinamide), NC1CC(CCC1)O (3-aminocyclohexanol), Cl (HCl). The solvent is CO (MeOH). Conditions: temperature 120 celsius. Yields the product C(=O)O.OC1CC(CCC1)NC1=CC(=CC=2N1N=C(N2)NC(C2=CN=CC=C2)=O)C(F)(F)F (N-[5-[(3-hydroxycyclohexyl)amino]-7-(trifluoromethyl)[1,2,4]triazolo[1,5-a]pyridin-2-yl]nicotinamide formic acid). Reaction SMILES: Cl[C:2]1[N:7]2[N:8]=[C:9]([NH:11][C:12](=[O:19])[C:13]3[CH:18]=[CH:17][CH:16]=[N:15][CH:14]=3)[N:10]=[C:6]2[CH:5]=[C:4]([C:20]([F:23])([F:22])[F:21])[CH:3]=1.[NH2:24][CH:25]1[CH2:30][CH2:29][CH2:28][CH:27]([OH:31])[CH2:26]1.Cl>CO>[CH:12]([OH:19])=[O:31].[OH:31][CH:27]1[CH2:28][CH2:29][CH2:30][CH:25]([NH:24][C:2]2[N:7]3[N:8]=[C:9]([NH:11][C:12](=[O:19])[C:13]4[CH:18]=[CH:17][CH:16]=[N:15][CH:14]=4)[N:10]=[C:6]3[CH:5]=[C:4]([C:20]([F:23])([F:22])[F:21])[CH:3]=2)[CH2:26]1 |f:4.5|. Procedure details: The title compound was prepared following procedure and work up described for example 118, but starting from N-[5-chloro-7-(trifluoromethyl)[1,2,4]triazolo[1,5-a]pyridin-2-yl]nicotinamide ((B7), 50.0 mg; 0.14 mmol; 1.00 eq) and 3-aminocyclohexanol (Betapharma, 84 mg; 0.73 mmol; 5.00 eq), heated at 120° C. HCl (1.5 M) in MeOH (2 mL) was added to the solid residue and the salt was precipitated by addition of Et2O, filtered and dried under vacuum, purified by Mass Directed AutoPrep and lyophilized ... Starting materials: COC(C1=CC(=CC(=C1)N1C(CCC1)=O)OCCCOCC1=CC=CC=C1)=O (3-(3-Benzyloxy-propoxy)-5-(2-oxo-pyrrolidin-1-yl)-benzoic acid methyl ester). Reagents/catalysts: [Pd] (Pd on charcoal), [Pd] (Pd on charcoal). Solvent: CO (MeOH). Conditions: time 48 hour. The product is COC(C1=CC(=CC(=C1)N1C(CCC1)=O)OCCCO)=O (3-(3-Hydroxy-propoxy)-5-(2-oxo-pyrrolidin-1-yl)-benzoic acid methyl ester). The yield is 69.0%. RXN SMILES: [CH3:1][O:2][C:3](=[O:28])[C:4]1[CH:9]=[C:8]([N:10]2[CH2:14][CH2:13][CH2:12][C:11]2=[O:15])[CH:7]=[C:6]([O:16][CH2:17][CH2:18][CH2:19][O:20]CC2C=CC=CC=2)[CH:5]=1>CO.[Pd]>[CH3:1][O:2][C:3](=[O:28])[C:4]1[CH:9]=[C:8]([N:10]2[CH2:14][CH2:13][CH2:12][C:11]2=[O:15])[CH:7]=[C:6]([O:16][CH2:17][CH2:18][CH2:19][OH:20])[CH:5]=1. Reported procedure: 3-(3-Benzyloxy-propoxy)-5-(2-oxo-pyrrolidin-1-yl)-benzoic acid methyl ester (D38) in MeOH (15 ml) was hydrogenolysed initially with 10% Pd on charcoal (50% wet, 0.25 g, 0.25 equiv w/w) at atmospheric pressure for 24 hrs and then a further 0.25 g of 10% Pd on charcoal (50% wet, 0.25 g, 0.25 equiv w/w) was added and the mixture hydrogenolysed at 50 psi for a further 48 hrs. The mixture was filtered through Celite and concentrated in vacuo. Purification by flash chromatography on silica gel (AcOEt/... Isolated yield 55.0%. Procedure details: 3.2 g. Phenyl glycidyl ether and 5.9 g. 4-(2-aminoethylamino)-pyrazolo[3,4-d]pyrimidine are stirred in 100 ml. methanol for 24 hours at ambient temperature and then for 5 hours at 80° C. Solid material (0.8 g.) is then filtered off with suction, the filtrate is evaporated and the yellowish oil obtained is dissolved in methylene chloride-methanol (9:1 v/v) and purified chromatographically in the manner described in Example 50. There is obtained 1.8 g. (26% of theory) of the desired product in the... Conditions: time 5 hour. Product: O(C1=CC=CC=C1)CC(CNCCNC1=C2C(=NC=N1)NN=C2)O (1-Phenoxy-3-[2-(pyrazolo[3,4-d]pyrimidin-4-ylamino)-ethylamino]-propan-2-ol). The solvent is C(Cl)Cl.CO (methylene chloride methanol). Reactants: C(C1CO1)OC1=CC=CC=C1 (Phenyl glycidyl ether), NCCNC1=C2C(=NC=N1)NN=C2 (4-(2-aminoethylamino)-pyrazolo[3,4-d]pyrimidine), CO (methanol). Reaction SMILES: [CH2:1]([O:5][C:6]1[CH:11]=[CH:10][CH:9]=[CH:8][CH:7]=1)[CH:2]1[O:4][CH2:3]1.[NH2:12][CH2:13][CH2:14][NH:15][C:16]1[N:21]=[CH:20][N:19]=[C:18]2[NH:22][N:23]=[CH:24][C:17]=12.CO>C(Cl)Cl.CO>[O:5]([CH2:1][CH:2]([OH:4])[CH2:3][NH:12][CH2:13][CH2:14][NH:15][C:16]1[N:21]=[CH:20][N:19]=[C:18]2[NH:22][N:23]=[CH:24][C:17]=12)[C:6]1[CH:11]=[CH:10][CH:9]=[CH:8][CH:7]=1 |f:3.4|. Reactants: N(=[N+]=[N-])[C@@H]1C=C[C@@H](C1)C1=CC=CC=C1 (((1R,4S)-4-azidocyclopent-2-enyl)benzene), CC1OCCC1 (2-methyl tetrahydrofuran), O (water), C1(=CC=CC=C1)P(C1=CC=CC=C1)C1=CC=CC=C1 (triphenylphosphine). The solvent is CC(C)(C)OC (MTBE). Reaction conditions: time 50 minute. Product: C1(=CC=CC=C1)[C@H]1C=C[C@H](C1)N ((1S,4R)-4-phenylcyclopent-2-enamine). As a reaction SMILES: [N:1]([C@H:4]1[CH2:8][C@@H:7]([C:9]2[CH:14]=[CH:13][CH:12]=[CH:11][CH:10]=2)[CH:6]=[CH:5]1)=[N+]=[N-].CC1CCCO1.O.C1(P(C2C=CC=CC=2)C2C=CC=CC=2)C=CC=CC=1>CC(OC)(C)C>[C:9]1([C@@H:7]2[CH2:8][C@H:4]([NH2:1])[CH:5]=[CH:6]2)[CH:14]=[CH:13][CH:12]=[CH:11][CH:10]=1. Procedure: A solution of Example 48B (530 mg, 2.86 mmol), 2-methyl tetrahydrofuran (9.5 mL), water (1.056 mL), and triphenylphosphine (900 mg, 3.43 mmol) was heated to 70° C. After 50 minutes, LCMS showed complete reaction. The mixture was diluted with MTBE (50 mL) and extracted with 2N HCl (25 mL) and water (25 mL). Aqueous 2N NaOH (30 mL) was added to the aqueous layer, followed by extraction with MTBE (50 mL×3). The final organic layers were dried (Na2SO4), filtered, and concentrated to provide the titl... Reactants: COc1ccc(CC(=O)O)c(C(=O)c2ccccc2)c1, CC(=O)O. Product: COc1ccc(CC(=O)O)c(Cc2ccccc2)c1. As a reaction SMILES: [C:1]([c:2]1[cH:3][cH:4][cH:5][cH:6][cH:7]1)(=[O:8])[c:9]1[c:10]([CH2:17][C:18](=[O:19])[OH:20])[cH:11][cH:12][c:13]([O:15][CH3:16])[cH:14]1.[C:21]([OH:22])(=[O:23])[CH3:24]>>[CH2:1]([c:2]1[cH:3][cH:4][cH:5][cH:6][cH:7]1)[c:9]1[c:10]([CH2:17][C:18](=[O:19])[OH:20])[cH:11][cH:12][c:13]([O:15][CH3:16])[cH:14]1. Reactants: C(C1=CC=CC=C1)N1C(CCCC1=O)C(=O)NC1=C(C(=O)O)C=CC(=C1)Cl (2-[(1-benzyl-6-oxo-piperidine-2-carbonyl)-amino]-4-chloro-benzoic acid), C(CCl)Cl (EDC), C(C1=CC=CC=C1)N (benzylamine). Run in CN(C)C=O (DMF). Run at time 1 hour. Yields the product C(C1=CC=CC=C1)NC(=O)C1=C(C=C(C=C1)Cl)NC(=O)C1N(C(CCC1)=O)CC1=CC=CC=C1 (1-benzyl-6-oxo-piperidine-2-carboxylic acid (2-benzylcarbamoyl-5-chloro-phenyl)-amide). As a reaction SMILES: [CH2:1]([N:8]1[C:13](=[O:14])[CH2:12][CH2:11][CH2:10][CH:9]1[C:15]([NH:17][C:18]1[CH:26]=[C:25]([Cl:27])[CH:24]=[CH:23][C:19]=1[C:20]([OH:22])=O)=[O:16])[C:2]1[CH:7]=[CH:6][CH:5]=[CH:4][CH:3]=1.C(Cl)CCl.[CH2:32]([NH2:39])[C:33]1[CH:38]=[CH:37][CH:36]=[CH:35][CH:34]=1>CN(C=O)C>[CH2:32]([NH:39][C:20]([C:19]1[CH:23]=[CH:24][C:25]([Cl:27])=[CH:26][C:18]=1[NH:17][C:15]([CH:9]1[CH2:10][CH2:11][CH2:12][C:13](=[O:14])[N:8]1[CH2:1][C:2]1[CH:7]=[CH:6][CH:5]=[CH:4][CH:3]=1)=[O:16])=[O:22])[C:33]1[CH:38]=[CH:37][CH:36]=[CH:35][CH:34]=1. Procedure: Formula I where R1, R2, R4, R6, R7, R8 and R9 are H; R3 is Chloro; R5 is Benzyl, R10 is Benzyl; and V is CR′R″ where R′ and R″ are H: To a solution of 2-[(1-benzyl-6-oxo-piperidine-2-carbonyl)-amino]-4-chloro-benzoic acid (165 mg, 0.427 mmol) in 5 mL of DMF was added EDC (245 mg, 1.28 mmol) and the mixture stirred at room temperature. After 1 hour, benzylamine (140 μL, 1.28 mmol) was added, and the reaction mixture was stirred at room temperature for an additional 3 hours. After evaporating the ... The reactants are [Br-].[Br-].[Br-].C(CCC)[N+](CCCC)(CCCC)CCCC.C(CCC)[N+](CCCC)(CCCC)CCCC.C(CCC)[N+](CCCC)(CCCC)CCCC (tetrabutylammonium tribromide), S(=S)(=O)([O-])[O-].[Na+].[Na+] (sodium thiosulfate), C1(=CC=CC=C1)COCCCOC=1C=C(C=CC1)C(C)=O (1-[3-({3-[(phenylmethyl)oxy]propyl}oxy)phenyl]ethanone), CO (methanol), [Br-].[Br-].[Br-].C(CCC)[N+](CCCC)(CCCC)CCCC.C(CCC)[N+](CCCC)(CCCC)CCCC.C(CCC)[N+](CCCC)(CCCC)CCCC (tetrabutylammonium tribromide). The solvent is O1CCCC1 (tetrahydrofuran), O1CCCC1 (tetrahydrofuran). Product: BrCC(=O)C1=CC(=CC=C1)OCCCOCC1=CC=CC=C1 (2-Bromo-1-[3-({3-[(phenylmethyl)oxy]propyl}oxy)phenyl]ethanone). RXN SMILES: [C:1]1([CH2:7][O:8][CH2:9][CH2:10][CH2:11][O:12][C:13]2[CH:14]=[C:15]([C:19](=[O:21])[CH3:20])[CH:16]=[CH:17][CH:18]=2)[CH:6]=[CH:5][CH:4]=[CH:3][CH:2]=1.CO.[Br-:24].[Br-].[Br-].C([N+](CCCC)(CCCC)CCCC)CCC.C([N+](CCCC)(CCCC)CCCC)CCC.C([N+](CCCC)(CCCC)CCCC)CCC.S([O-])([O-])(=O)=S.[Na+].[Na+]>O1CCCC1>[Br:24][CH2:20][C:19]([C:15]1[CH:16]=[CH:17][CH:18]=[C:13]([O:12][CH2:11][CH2:10][CH2:9][O:8][CH2:7][C:1]2[CH:2]=[CH:3][CH:4]=[CH:5][CH:6]=2)[CH:14]=1)=[O:21] |f:2.3.4.5.6.7,8.9.10|. Procedure: To a solution of 1-[3-({3-[(phenylmethyl)oxy]propyl}oxy)phenyl]ethanone (10.59 g) in tetrahydrofuran (50 mL) was added methanol (50 mL) and a solution of tetrabutylammonium tribromide (16 g) in tetrahydrofuran (50 mL). The reaction was stirred at ambient temperature for 45 min at which time tetrabutylammonium tribromide (0.89 g) was added, followed by further addition of 0.6 g. 10% aqueous sodium thiosulfate was added to the reaction and the mixture was concentrated in vacuo to a minimum volume....